describe an organic reaction: reactants, conditions, products, and yield From a dataset of the Open Reaction Database (ORD), a public repository of structured organic reaction records. The reactants are Cl.C(C)N=C=NCCCN(C)C (1-ethyl-3-(3-dimethylaminopropyl)carbodiimide hydrochloride), C(C)(C)(C)OC(=O)NCC(=O)O.C1(CCCCC1)NC1CCCCC1 (t-butyloxycarbonylglycine dicyclohexylamine), C1(=CC=C(C=C1)S(=O)(=O)O)C.C(C1=CC=CC=C1)OC(CN)=O (glycine benzyl ester p-toluenesulfonic acid salt). The solvent is C(Cl)(Cl)Cl (chloroform), C(Cl)(Cl)Cl (chloroform). Product: C(C1=CC=CC=C1)OC(CNC(CNC(=O)OC(C)(C)C)=O)=O (t-butyloxycarbonyl-glycylglycine benzyl ester). Isolated yield 95.7%. As a reaction SMILES: [C:1]([O:5][C:6]([NH:8][CH2:9][C:10]([OH:12])=O)=[O:7])([CH3:4])([CH3:3])[CH3:2].C1(NC2CCCCC2)CCCCC1.C1(C)C=CC(S(O)(=O)=O)=CC=1.[CH2:37]([O:44][C:45](=[O:48])[CH2:46][NH2:47])[C:38]1[CH:43]=[CH:42][CH:41]=[CH:40][CH:39]=1.Cl.C(N=C=NCCCN(C)C)C>C(Cl)(Cl)Cl>[CH2:37]([O:44][C:45](=[O:48])[CH2:46][NH:47][C:10](=[O:12])[CH2:9][NH:8][C:6]([O:5][C:1]([CH3:2])([CH3:3])[CH3:4])=[O:7])[C:38]1[CH:43]=[CH:42][CH:41]=[CH:40][CH:39]=1 |f:0.1,2.3,4.5|. Procedure details: In 80 ml of chloroform were dissolved 14.8 g (42 mmol) of t-butyloxycarbonylglycine-dicyclohexylamine and 14.0 g (41.5 mmol) of glycine benzyl ester p-toluenesulfonic acid salt. To this solution, 70 ml of a chloroform solution containing 8.75 g (45.7 mmol) of 1-ethyl-3-(3-dimethylaminopropyl)carbodiimide hydrochloride (EDAC) were added at -5° C. with stirring. The resulting mixture was stirred for 24 hours. The resulting chloroform solution was successively washed twice with a 10% by weight aque... Reactants: resultant mixture, NC=1SC(=C(N1)C(=O)OCC)C=1N=C2N(C=CC=C2)C1 (2-(2-amino-4-ethoxycarbonyl-5-thiazolyl)imidazo[1,2-a]pyridine), Br.[NH+]1=CC=CC=C1 (pyridinium hydrobromide), O (water), C([O-])([O-])=O.[K+].[K+] (potassium carbonate). The solvent is C(C)(=O)O (acetic acid), O1CCCC1 (tetrahydrofuran), C(C)(=O)OCC (ethyl acetate). Run at time 30 minute. The product is NC=1SC(=C(N1)C(=O)OCC)C=1N=C2N(C=CC(=C2)C)C1Br (2-(2-amino-4-ethoxycarbonyl-5-thiazolyl)-3-bromo-7-methylimidazo[1,2-a]pyridine). Reaction SMILES: [NH2:1][C:2]1[S:3][C:4]([C:12]2[N:13]=[C:14]3[CH:19]=[CH:18][CH:17]=[CH:16][N:15]3[CH:20]=2)=[C:5]([C:7]([O:9][CH2:10][CH3:11])=O)[N:6]=1.[BrH:21].[NH+]1C=CC=C[CH:23]=1.[OH2:28].C(=O)([O-])[O-].[K+].[K+]>C(O)(=O)C.O1CCCC1.C(OCC)(=O)C>[NH2:1][C:2]1[S:3][C:4]([C:12]2[N:13]=[C:14]3[CH:19]=[C:18]([CH3:23])[CH:17]=[CH:16][N:15]3[C:20]=2[Br:21])=[C:5]([C:7]([O:9][CH2:10][CH3:11])=[O:28])[N:6]=1 |f:1.2,4.5.6|. Procedure: To a mixture of 2-(2-amino-4-ethoxycarbonyl-5-thiazolyl)imidazo[1,2-a]pyridine (3.0 g) in acetic acid (20 ml) was added pyridinium hydrobromide perbromide (3.5 g) at ambient temperature with stirring, which was continued under the same condition for 30 minutes. The reaction mixture was poured into a mixture of water, ethyl acetate and tetrahydrofuran and the resultant mixture was adjusted to pH 7.5 with 20% potassium carbonate. The separated organic layer was washed with brine and dried over mag... The reactants are CCn1c(-c2nonc2N)nc2cncc(Br)c21, C1COCCO1, CC(C)(C)[O-], Cc1ccccc1, CCOC(C)=O, Nc1ccccc1, [Na+]. Yields the product CCn1c(-c2nonc2N)nc2cncc(Nc3ccccc3)c21. As a reaction SMILES: [Br:1][c:2]1[c:3]2[c:4]([cH:5][n:6][cH:7]1)[n:8][c:9](-[c:13]1[c:14]([NH2:18])[n:15][o:16][n:17]1)[n:10]2[CH2:11][CH3:12].[CH2:32]1[O:33][CH2:34][CH2:35][O:36][CH2:37]1.[CH3:26][C:27]([CH3:28])([O-:29])[CH3:30].[CH3:38][c:39]1[cH:40][cH:41][cH:42][cH:43][cH:44]1.[CH3:45][CH2:46][O:47][C:48](=[O:49])[CH3:50].[NH2:19][c:20]1[cH:21][cH:22][cH:23][cH:24][cH:25]1.[Na+:31]>>[c:2]1([NH:19][c:20]2[cH:21][cH:22][cH:23][cH:24][cH:25]2)[c:3]2[c:4]([cH:5][n:6][cH:7]1)[n:8][c:9](-[c:13]1[c:14]([NH2:18])[n:15][o:16][n:17]1)[n:10]2[CH2:11][CH3:12]. Product: COc1ccc(CNC(=O)c2cc(I)ccc2Cl)c(OC)c1. The reactants are O=C(n1ccnc1)n1ccnc1, O=C=O, C1CCOC1, COc1ccc(CN)c(OC)c1, O=C(O)c1cc(I)ccc1Cl. As a reaction SMILES: [C:12]([n:13]1[cH:14][cH:15][n:16][cH:17]1)([n:18]1[cH:19][cH:20][n:21][cH:22]1)=[O:23].[C:24](=[O:25])=[O:26].[CH2:39]1[O:40][CH2:41][CH2:42][CH2:43]1.[CH3:27][O:28][c:29]1[c:30]([CH2:31][NH2:32])[cH:33][cH:34][c:35]([O:37][CH3:38])[cH:36]1.[Cl:1][c:2]1[c:3]([C:4](=[O:5])[OH:6])[cH:7][c:8]([I:11])[cH:9][cH:10]1>>[Cl:1][c:2]1[c:3]([C:4](=[O:6])[NH:32][CH2:31][c:30]2[c:29]([O:28][CH3:27])[cH:36][c:35]([O:37][CH3:38])[cH:34][cH:33]2)[cH:7][c:8]([I:11])[cH:9][cH:10]1. Starting materials: O=C([O-])[O-], CC(=O)CC(C)C, N#CCCl, [I-], [K+], [K+], [K+], c1ccc2c(Cn3c(NC4CCNCC4)nc4ccccc43)ccnc2c1, O. Yields the product N#CCN1CCC(Nc2nc3ccccc3n2Cc2ccnc3ccccc23)CC1. Reaction SMILES: [C:34](=[O:35])([O-:36])[O-:37].[CH3:40][CH:41]([CH3:42])[CH2:43][C:44](=[O:45])[CH3:46].[Cl:28][CH2:29][C:30]#[N:31].[I-:33].[K+:32].[K+:38].[K+:39].[NH:1]1[CH2:2][CH2:3][CH:4]([NH:7][c:8]2[n:9][c:10]3[c:11]([n:12]2[CH2:13][c:14]2[cH:15][cH:16][n:17][c:18]4[cH:19][cH:20][cH:21][cH:22][c:23]24)[cH:24][cH:25][cH:26][cH:27]3)[CH2:5][CH2:6]1.[OH2:47]>>[N:1]1([CH2:29][C:30]#[N:31])[CH2:2][CH2:3][CH:4]([NH:7][c:8]2[n:9][c:10]3[c:11]([n:12]2[CH2:13][c:14]2[cH:15][cH:16][n:17][c:18]4[cH:19][cH:20][cH:21][cH:22][c:23]24)[cH:24][cH:25][cH:26][cH:27]3)[CH2:5][CH2:6]1. Yields the product C(=O)(O)CSCCC(=O)O (3-((carboxymethyl)thio)propanoic acid). Run at time 8 hour. The solvent is O (water), C1CCOC1.CO.O (THF MeOH water). Reaction SMILES: C[O:2][C:3](=[O:12])[CH2:4][S:5][CH2:6][CH2:7][C:8]([O:10]C)=[O:9].O.[OH-].[Li+].Cl>C1COCC1.CO.O.O>[C:3]([CH2:4][S:5][CH2:6][CH2:7][C:8]([OH:10])=[O:9])([OH:12])=[O:2] |f:1.2.3,5.6.7|. Reported procedure: To a solution of methyl 3-((2-methoxy-2-oxoethyl)thio)propanoate (5.0 g, 26 mmol) in THF/MeOH/water (60 mL, 4:1:1) was added lithium hydroxide monohydrate (4.375 g, 101 mmol). The resulting mixture was stirred at room temperature overnight before it was concentrated under reduced pressure. The residue obtained was diluted with water (˜100 mL) and the resulting solution was acidified with 6N HCl. The mixture was partitioned between water and ethyl acetate. The organic extract was washed with more... Isolated yield 85.3%. The reactants are COC(CSCCC(=O)OC)=O (methyl 3-((2-methoxy-2-oxoethyl)thio)propanoate), O.[OH-].[Li+] (lithium hydroxide monohydrate), Cl (HCl).